From a dataset of the Open Reaction Database (ORD), a public repository of structured organic reaction records. describe an organic reaction: reactants, conditions, products, and yield Reactants: BrCc1ccccc1, CC(C)(C)OC(=O)Nc1ccc(O)cc1C(=O)O, CC(=O)O, [H-], [Na+]. Yields the product CC(C)(C)OC(=O)Nc1ccc(OCc2ccccc2)cc1C(=O)O. RXN SMILES: [Br:21][CH2:22][c:23]1[cH:24][cH:25][cH:26][cH:27][cH:28]1.[C:3](=[O:4])([O:5][C:6]([CH3:7])([CH3:8])[CH3:9])[NH:10][c:11]1[c:12]([C:13](=[O:14])[OH:15])[cH:16][c:17]([OH:20])[cH:18][cH:19]1.[CH3:29][C:30](=[O:31])[OH:32].[H-:1].[Na+:2]>>[C:3](=[O:4])([O:5][C:6]([CH3:7])([CH3:8])[CH3:9])[NH:10][c:11]1[c:12]([C:13](=[O:14])[OH:15])[cH:16][c:17]([O:20][CH2:22][c:23]2[cH:24][cH:25][cH:26][cH:27][cH:28]2)[cH:18][cH:19]1. The reactants are COC1=C(C#N)C(=CC=C1)[N+](=O)[O-] (2-methoxy-6-nitrobenzonitrile), Example 1290. The reagents and catalysts are [Pd] (Pd/C). The solvent is CCO (EtOH). Reaction conditions: time 2 hour. Product: NC1=C(C#N)C(=CC=C1)O (2-Amino-6-hydroxybenzonitrile). Yield: 100.0%. Reaction SMILES: C[O:2][C:3]1[CH:10]=[CH:9][CH:8]=[C:7]([N+:11]([O-])=O)[C:4]=1[C:5]#[N:6]>CCO.[Pd]>[NH2:11][C:7]1[CH:8]=[CH:9][CH:10]=[C:3]([OH:2])[C:4]=1[C:5]#[N:6]. Procedure: A solution of 2-methoxy-6-nitrobenzonitrile (Example 1290 (1.11 g, 6.76 mmol) in EtOH (120 mL) was hydrogenated over a catalytic amount of 10% Pd/C (0.15 g) at room temperature under hydrogen (1 atm). After 2 h, the mixture was filtered and the catalyst was washed with EtOAc (150 mL). The combined extract was evaporated, to give 1.11 g (100%) of the title compound as a brown solid. The crude product was used in the next step without further purification. 1H NMR (400 MHz, DMSO-d6) δ 10.39 (broad ... As a reaction SMILES: [Al+3:2].[CH3:7][N:8]([C:9](=[O:10])[O-:11])[CH2:12][CH:13]1[O:14][c:15]2[c:16]([cH:18][c:19]([Cl:28])[cH:20][c:21]2[CH:22]2[CH2:23][CH2:24][CH2:25][CH2:26][CH2:27]2)[CH2:17]1.[ClH:29].[H-:1].[H-:4].[H-:5].[H-:6].[Li+:3].[O:30]1[CH2:31][CH2:32][CH2:33][CH2:34]1>>[CH3:7][NH:8][CH2:12][CH:13]1[O:14][c:15]2[c:16]([cH:18][c:19]([Cl:28])[cH:20][c:21]2[CH:22]2[CH2:23][CH2:24][CH2:25][CH2:26][CH2:27]2)[CH2:17]1. Reactants: [Al+3], CN(CC1Cc2cc(Cl)cc(C3CCCCC3)c2O1)C(=O)[O-], Cl, [H-], [H-], [H-], [H-], [Li+], C1CCOC1. Yields the product CNCC1Cc2cc(Cl)cc(C3CCCCC3)c2O1.